Dataset: the Open Reaction Database (ORD), a public repository of structured organic reaction records. Task: describe an organic reaction: reactants, conditions, products, and yield Reported procedure: Prepared in analogous manner to Example 9 from tert.butyl 4'-[(2-n-butyl-6-(N-propanoyl-methylamino)-benzimidazol-1-yl)-methyl]biphenyl-2-carboxylate and trifluoroacetic acid. Reaction SMILES: [CH2:1]([C:5]1[N:9]([CH2:10][C:11]2[CH:16]=[CH:15][C:14]([C:17]3[C:18]([C:23]([O:25]C(C)(C)C)=[O:24])=[CH:19][CH:20]=[CH:21][CH:22]=3)=[CH:13][CH:12]=2)[C:8]2[CH:30]=[C:31]([N:34]([CH3:39])[C:35](=[O:38])[CH2:36][CH3:37])[CH:32]=[CH:33][C:7]=2[N:6]=1)[CH2:2][CH2:3][CH3:4].FC(F)(F)C(O)=O>>[CH2:1]([C:5]1[N:9]([CH2:10][C:11]2[CH:16]=[CH:15][C:14]([C:17]3[C:18]([C:23]([OH:25])=[O:24])=[CH:19][CH:20]=[CH:21][CH:22]=3)=[CH:13][CH:12]=2)[C:8]2[CH:30]=[C:31]([N:34]([CH3:39])[C:35](=[O:38])[CH2:36][CH3:37])[CH:32]=[CH:33][C:7]=2[N:6]=1)[CH2:2][CH2:3][CH3:4]. The product is C(CCC)C1=NC2=C(N1CC1=CC=C(C=C1)C=1C(=CC=CC1)C(=O)O)C=C(C=C2)N(C(CC)=O)C (4'-[(2-n-Butyl-6-(N-propanoyl-methylamino)-benzimidazol-1-yl)-methyl]biphenyl-2-carboxylic acid). Starting materials: C(CCC)C1=NC2=C(N1CC1=CC=C(C=C1)C=1C(=CC=CC1)C(=O)OC(C)(C)C)C=C(C=C2)N(C(CC)=O)C (tert.butyl 4'-[(2-n-butyl-6-(N-propanoyl-methylamino)-benzimidazol-1-yl)-methyl]biphenyl-2-carboxylate), FC(C(=O)O)(F)F (trifluoroacetic acid). Reactants: ClCCCC1C(C2=C(C=CC=C12)OC)=O (8-(3-Chloropropyl)-5-methoxybicyclo[4.2.0]octa-1,3,5-trien-7-one), O (Water). The reagents and catalysts are [Zn] (zinc), [Hg]Cl (mercury chloride). Solvent: C(C)(=O)O (acetic acid). Run at time 50 minute. The product is Cl (hydrochloric acid), ClCCCC1C(C2=C(C=CC=C12)OC)=O (8-(3-chloropropyl)-5-methoxybicyclo[4.2.0]octa-1,3,5-trien-7-one). As a reaction SMILES: O.[Cl:2][CH2:3][CH2:4][CH2:5][CH:6]1[C:13]2[C:8](=[C:9]([O:14][CH3:15])[CH:10]=[CH:11][CH:12]=2)[C:7]1=[O:16]>[Hg]Cl.[Zn].C(O)(=O)C>[ClH:2].[Cl:2][CH2:3][CH2:4][CH2:5][CH:6]1[C:13]2[C:8](=[C:9]([O:14][CH3:15])[CH:10]=[CH:11][CH:12]=2)[C:7]1=[O:16]. Procedure details: Water (6 mL) was added to 111 mg (0.408 mmol) of mercury chloride (HgCl2) to dissolve therein, 4.00 g (6.12 mmol) of zinc powder was added to the solution and the resulting mixture was stirred at room temperature for 50 minutes. After removing the supernatant, the remained solid was washed once with water. To the material were gradually added water (6.0 mL), and then, conc. hydrochloric acid (5.0 mL), and further added acetic acid (2.4 mL), and finally 409 mg (1.82 mmol) of 8-(3-chloropropyl)-5-... Starting materials: ClC(Cl)(Cl)Cl, C1CCNCC1, O=S(=O)(NCCO)c1ccccc1, O=S(=O)(Cl)Cl. The product is O=S(=O)(NCCCl)c1ccccc1. RXN SMILES: [C:25]([Cl:26])([Cl:27])([Cl:28])[Cl:29].[CH2:14]1[CH2:15][CH2:16][NH:17][CH2:18][CH2:19]1.[OH:1][CH2:2][CH2:3][NH:4][S:5](=[O:6])(=[O:7])[c:8]1[cH:9][cH:10][cH:11][cH:12][cH:13]1.[S:20]([Cl:21])(=[O:22])([Cl:23])=[O:24]>>[CH2:2]([CH2:3][NH:4][S:5](=[O:6])(=[O:7])[c:8]1[cH:9][cH:10][cH:11][cH:12][cH:13]1)[Cl:23].